This data is from the Open Reaction Database (ORD), a public repository of structured organic reaction records. The task is: describe an organic reaction: reactants, conditions, products, and yield Reactants: O=C(Cl)Oc1ccc([N+](=O)[O-])cc1, Cl, Cl, Cc1nc2cc(N)ccc2s1, [Na+], [OH-]. Yields the product Cl, Cc1nc2cc(NC(=O)Oc3ccc([N+](=O)[O-])cc3)ccc2s1. As a reaction SMILES: [Cl:14][C:15](=[O:16])[O:17][c:18]1[cH:19][cH:20][c:21]([N+:24](=[O:25])[O-:26])[cH:22][cH:23]1.[ClH:1].[ClH:2].[NH2:3][c:4]1[cH:5][cH:6][c:7]2[c:8]([n:9][c:10]([CH3:12])[s:11]2)[cH:13]1.[Na+:28].[OH-:27]>>[ClH:14].[NH:3]([c:4]1[cH:5][cH:6][c:7]2[c:8]([n:9][c:10]([CH3:12])[s:11]2)[cH:13]1)[C:15](=[O:16])[O:17][c:18]1[cH:19][cH:20][c:21]([N+:24](=[O:25])[O-:26])[cH:22][cH:23]1.